Dataset: the Open Reaction Database (ORD), a public repository of structured organic reaction records. Task: describe an organic reaction: reactants, conditions, products, and yield Procedure: To a 500 ml Schlenk equipped with a 250 ml pressure equalizing dropping funnel is added 250 ml of diethyl ether which is chilled to -78° C. in an acetone/dry ice bath. To this is added n-butyl lithium, 0.10 mole of a 2.90 molar solution in hexane, followed by the addition of 16.923 g (0.10 mole) of diphenylamine dissolved in ether, 50 ml. The flask contents are stirred magnetically and maintained at -78° C. during the addition of diphenylamine which requires 0.5 hour. The contents are warmed to ... Reactants: C1(=CC=CC=C1)NC1=CC=CC=C1 (diphenylamine), C1(=CC=CC=C1)NC1=CC=CC=C1 (diphenylamine), C(CCC)[Li] (n-butyl lithium), solution. Reaction SMILES: C([Li:5])CCC.[C:6]1([NH:12][C:13]2[CH:18]=[CH:17][CH:16]=[CH:15][CH:14]=2)[CH:11]=[CH:10][CH:9]=[CH:8][CH:7]=1>CCCCCC.CCOCC>[C:13]1([N-:12][C:6]2[CH:7]=[CH:8][CH:9]=[CH:10][CH:11]=2)[CH:14]=[CH:15][CH:16]=[CH:17][CH:18]=1.[Li+:5] |f:4.5|. The product is C1(=CC=CC=C1)[N-]C1=CC=CC=C1.[Li+] (lithium diphenylamide). Conditions: temperature -78 celsius, time 0.5 hour. The solvent is C(C)OCC (diethyl ether), CCCCCC (hexane), CCOCC (ether). Reactants: C1=C(C=CC2=CC=CC=C12)O (β-naphthol), NC1=CC=CC=C1 (aniline), P(O)(O)O (phosphorous acid). Run in O (water). Run at temperature 173 celsius. The product is C1(=CC=CC=C1)NC1=CC2=CC=CC=C2C=C1 (N-phenyl-β-naphthylamine). Isolated yield 94.0%. Reaction SMILES: [CH:1]1[C:10]2[C:5](=[CH:6][CH:7]=[CH:8][CH:9]=2)[CH:4]=[CH:3][C:2]=1O.[NH2:12][C:13]1[CH:18]=[CH:17][CH:16]=[CH:15][CH:14]=1.P(O)(O)O>O>[C:13]1([NH:12][C:2]2[CH:3]=[CH:4][C:5]3[C:10](=[CH:9][CH:8]=[CH:7][CH:6]=3)[CH:1]=2)[CH:18]=[CH:17][CH:16]=[CH:15][CH:14]=1. Reported procedure: 288 parts of β-naphthol, 220 parts of aniline and 5 parts of phosphorous acid are mixed and heated to 173° C. At this temperature, the elimination of water commences. The reaction temperature rises to 230° C in the course of 4 hours. At that stage, the reaction has ended and 36 parts of water have been removed. The further working up is carried out as described in Example 8. 412 parts of N-phenyl-β-naphthylamine of melting point 100° - 102° C are obtained, corresponding to a yield of 94% of theo... Reactants: CC(C)Cc1ccc(CCC=O)cc1, CNC1CCC(c2ccc3[nH]c(=O)oc3c2)CC1, Cl. Yields the product CC(C)Cc1ccc(CCCN(C)C2CCC(c3ccc4[nH]c(=O)oc4c3)CC2)cc1. As a reaction SMILES: [CH2:19]([CH:20]([CH3:21])[CH3:22])[c:23]1[cH:24][cH:25][c:26]([CH2:29][CH2:30][CH:31]=[O:32])[cH:27][cH:28]1.[CH3:1][NH:2][CH:3]1[CH2:4][CH2:5][CH:6]([c:9]2[cH:10][c:11]3[c:12]([nH:13][c:14](=[O:16])[o:15]3)[cH:17][cH:18]2)[CH2:7][CH2:8]1.[ClH:33]>>[CH3:1][N:2]([CH:3]1[CH2:4][CH2:5][CH:6]([c:9]2[cH:10][c:11]3[c:12]([nH:13][c:14](=[O:16])[o:15]3)[cH:17][cH:18]2)[CH2:7][CH2:8]1)[CH2:31][CH2:30][CH2:29][c:26]1[cH:25][cH:24][c:23]([CH2:19][CH:20]([CH3:21])[CH3:22])[cH:28][cH:27]1. Starting materials: COc1ccc(Br)cc1, NC1CCCCC1N, [Cu]I, [K+], [K+], O=C1CCN1, O=C([O-])[O-], C1COCCO1. Yields the product COc1ccc(N2CCC2=O)cc1. Reaction SMILES: [Br:20][c:21]1[cH:22][cH:23][c:24]([O:27][CH3:28])[cH:25][cH:26]1.[CH:12]1([NH2:13])[CH2:14][CH2:15][CH2:16][CH2:17][CH:18]1[NH2:19].[Cu:29][I:30].[K+:6].[K+:7].[NH:1]1[C:2](=[O:5])[CH2:3][CH2:4]1.[O-:8][C:9]([O-:10])=[O:11].[O:31]1[CH2:32][CH2:33][O:34][CH2:35][CH2:36]1>>[N:1]1([c:21]2[cH:22][cH:23][c:24]([O:27][CH3:28])[cH:25][cH:26]2)[C:2](=[O:5])[CH2:3][CH2:4]1. As a reaction SMILES: [OH:1][CH2:2][C:3]1[S:4][CH:5]=[CH:6][C:7]=1[S:8]([N:11]([C:13]1[CH:14]=[CH:15][CH:16]=[C:17]2[C:21]=1[N:20](COC)[C:19]([C:25]1[S:26][CH:27]=[CH:28][N:29]=1)=[CH:18]2)[CH3:12])(=[O:10])=[O:9].Br[CH2:31][C:32]([OH:34])=[O:33].[H-].[Na+].Cl>O1CCCC1.O>[CH3:12][N:11]([C:13]1[CH:14]=[CH:15][CH:16]=[C:17]2[C:21]=1[NH:20][C:19]([C:25]1[S:26][CH:27]=[CH:28][N:29]=1)=[CH:18]2)[S:8]([C:7]1[CH:6]=[CH:5][S:4][C:3]=1[CH2:2][O:1][CH2:31][C:32]([OH:34])=[O:33])(=[O:10])=[O:9] |f:2.3|. Reaction conditions: temperature 80 celsius, time 12 hour. The reactants are Cl (Hydrochloric acid), OCC=1SC=CC1S(=O)(=O)N(C)C=1C=CC=C2C=C(N(C12)COC)C=1SC=CN1 (2-(hydroxymethyl)-N-[1-(methoxymethyl)-2-(1,3-thiazol-2-yl)-1H-indol-7-yl]-N-methylthiophene-3-sulfonamide), BrCC(=O)O (bromoacetic acid), [H-].[Na+] (sodium hydride). Solvent: O1CCCC1 (tetrahydrofuran), O (Water). Product: CN(S(=O)(=O)C1=C(SC=C1)COCC(=O)O)C=1C=CC=C2C=C(NC12)C=1SC=CN1 ({[3-({Methyl[2-(1,3-thiazol-2-yl)-1H-indol-7-yl]amino}sulfonyl)-2-thienyl]methoxy}acetic acid). Isolated yield 19.8%. Reported procedure: To a solution of 2-(hydroxymethyl)-N-[1-(methoxymethyl)-2-(1,3-thiazol-2-yl)-1H-indol-7-yl]-N-methylthiophene-3-sulfonamide (480 mg) and bromoacetic acid (178 mg) in tetrahydrofuran (10 mL) was added sodium hydride (60% in oil, 95 mg), and the mixture was stirred at 80° C. for 12 hr. Hydrochloric acid (3 mL) was added to the reaction mixture, and the mixture was stirred at 80° C. for 5 hr. Water was added to the reaction mixture, and the mixture was extracted with ethyl acetate. The ethyl acetat... Reactants: Brc1ccc(-c2c3ccccc3c(-c3ccccc3)c3ccccc23)cc1, CC(C)(C)P(C(C)(C)C)C(C)(C)C, Cc1ccccc1, CC(C)(C)[O-], CCCCCC, [Na+], c1ccc(N(c2ccccc2)c2ccc(-c3ccc4[nH]c5ccc(-c6ccc(N(c7ccccc7)c7ccccc7)cc6)cc5c4c3)cc2)cc1. The product is c1ccc(-c2c3ccccc3c(-c3ccc(-n4c5ccc(-c6ccc(N(c7ccccc7)c7ccccc7)cc6)cc5c5cc(-c6ccc(N(c7ccccc7)c7ccccc7)cc6)ccc54)cc3)c3ccccc23)cc1. Reaction SMILES: [Br:1][c:2]1[cH:3][cH:4][c:5](-[c:8]2[c:9]3[cH:10][cH:11][cH:12][cH:13][c:14]3[c:15](-[c:22]3[cH:23][cH:24][cH:25][cH:26][cH:27]3)[c:16]3[cH:17][cH:18][cH:19][cH:20][c:21]23)[cH:6][cH:7]1.[C:85]([P:86]([C:87]([CH3:88])([CH3:89])[CH3:90])[C:91]([CH3:92])([CH3:93])[CH3:94])([CH3:95])([CH3:96])[CH3:97].[CH3:104][c:105]1[cH:106][cH:107][cH:108][cH:109][cH:110]1.[CH3:79][C:80]([CH3:81])([O-:82])[CH3:83].[CH3:98][CH2:99][CH2:100][CH2:101][CH2:102][CH3:103].[Na+:84].[cH:28]1[cH:29][c:30](-[c:60]2[cH:61][cH:62][c:63]([N:64]([c:65]3[cH:66][cH:67][cH:68][cH:69][cH:70]3)[c:71]3[cH:72][cH:73][cH:74][cH:75][cH:76]3)[cH:77][cH:78]2)[cH:31][c:32]2[c:33]3[cH:34][c:35](-[c:41]4[cH:42][cH:43][c:44]([N:45]([c:46]5[cH:47][cH:48][cH:49][cH:50][cH:51]5)[c:52]5[cH:53][cH:54][cH:55][cH:56][cH:57]5)[cH:58][cH:59]4)[cH:36][cH:37][c:38]3[nH:39][c:40]12>>[c:2]1(-[n:39]2[c:38]3[c:33]([c:32]4[cH:31][c:30](-[c:60]5[cH:61][cH:62][c:63]([N:64]([c:65]6[cH:66][cH:67][cH:68][cH:69][cH:70]6)[c:71]6[cH:72][cH:73][cH:74][cH:75][cH:76]6)[cH:77][cH:78]5)[cH:29][cH:28][c:40]42)[cH:34][c:35](-[c:41]2[cH:42][cH:43][c:44]([N:45]([c:46]4[cH:47][cH:48][cH:49][cH:50][cH:51]4)[c:52]4[cH:53][cH:54][cH:55][cH:56][cH:57]4)[cH:58][cH:59]2)[cH:36][cH:37]3)[cH:3][cH:4][c:5](-[c:8]2[c:9]3[cH:10][cH:11][cH:12][cH:13][c:14]3[c:15](-[c:22]3[cH:23][cH:24][cH:25][cH:26][cH:27]3)[c:16]3[cH:17][cH:18][cH:19][cH:20][c:21]23)[cH:6][cH:7]1. The product is C(C(=O)O)(=O)O.CN1C(N(C(C=C1NCCN(CC1=CC=CC=C1)CCCC1=CC=C(C=C1)[N+](=O)[O-])=O)C)=O (1,3-dimethyl-6-{2-[N-benzyl-3-(4-nitrophenyl)propylamino]ethylamino}-2,4(1H,3H)-pyrimidinedione oxalate). Reactants: CN1C(N(C(C=C1NCCN(CC1=CC=CC=C1)CCCC1=CC=C(C=C1)[N+](=O)[O-])=O)C)=O (1,3-dimethyl-6-{2-[N-benzyl-3-(4-nitrophenyl)propylamino]ethylamino}-2,4(1H,3H)-pyrimidinedione), C(C(=O)O)(=O)O.CO (oxalic acid methanol). Procedure details: Further, 1.50 g of the pyrimidinedione derivative were treated in an oxalic acid/methanol solution by a method known per se in the art to obtain 1.55 g of 1,3-dimethyl-6-{2-[N-benzyl-3-(4-nitrophenyl)propylamino]ethylamino}-2,4(1H,3H)-pyrimidinedione oxalate (Compound as crystals. As a reaction SMILES: [CH3:1][N:2]1[C:7]([NH:8][CH2:9][CH2:10][N:11]([CH2:19][CH2:20][CH2:21][C:22]2[CH:27]=[CH:26][C:25]([N+:28]([O-:30])=[O:29])=[CH:24][CH:23]=2)[CH2:12][C:13]2[CH:18]=[CH:17][CH:16]=[CH:15][CH:14]=2)=[CH:6][C:5](=[O:31])[N:4]([CH3:32])[C:3]1=[O:33].[C:34]([OH:39])(=[O:38])[C:35]([OH:37])=[O:36].CO>>[C:34]([OH:39])(=[O:38])[C:35]([OH:37])=[O:36].[CH3:1][N:2]1[C:7]([NH:8][CH2:9][CH2:10][N:11]([CH2:19][CH2:20][CH2:21][C:22]2[CH:27]=[CH:26][C:25]([N+:28]([O-:30])=[O:29])=[CH:24][CH:23]=2)[CH2:12][C:13]2[CH:14]=[CH:15][CH:16]=[CH:17][CH:18]=2)=[CH:6][C:5](=[O:31])[N:4]([CH3:32])[C:3]1=[O:33] |f:1.2,3.4|.